Dataset: the Open Reaction Database (ORD), a public repository of structured organic reaction records. Task: describe an organic reaction: reactants, conditions, products, and yield Starting materials: BrCC=1C(=C(C(=CC1)F)OC=1C=C(C#N)C=C(C1)Cl)Cl (3-{[3-(bromomethyl)-2-chloro-6-fluorophenyl]oxy}-5-chlorobenzonitrile), N (NH3), CO (MeOH). The solvent is C(Cl)Cl (CH2Cl2). Product: NCC=1C(=C(C(=CC1)F)OC=1C=C(C#N)C=C(C1)Cl)Cl (3-{[3-(Aminomethyl)-2-chloro-6-fluorophenyl]oxy}-5-chlorobenzonitrile). Yield: 100.0%. RXN SMILES: Br[CH2:2][C:3]1[C:4]([Cl:20])=[C:5]([O:10][C:11]2[CH:12]=[C:13]([CH:16]=[C:17]([Cl:19])[CH:18]=2)[C:14]#[N:15])[C:6]([F:9])=[CH:7][CH:8]=1.[NH3:21].CO>C(Cl)Cl>[NH2:21][CH2:2][C:3]1[C:4]([Cl:20])=[C:5]([O:10][C:11]2[CH:12]=[C:13]([CH:16]=[C:17]([Cl:19])[CH:18]=2)[C:14]#[N:15])[C:6]([F:9])=[CH:7][CH:8]=1. Procedure details: The title compound was prepared as described herein using 3-{[3-(bromomethyl)-2-chloro-6-fluorophenyl]oxy}-5-chlorobenzonitrile (728 mg, 1.941 mmol) and NH3 in MeOH (27.7 ml, 194 mmol, 7.0 N) in CH2Cl2 (20 ml) to give the title compound as a white solid (602 mg, 100%) which was used for the next step without purification. 1H NMR (400 MHz, CHLOROFORM-d) δ ppm 7.37-7.43 (1H, m) 7.34 (1H, s) 7.12-7.21 (2H, m) 6.99 (1H, br. s.) 3.98 (2H, br. s.) 1.65-1.89 (2H, m). LCMS: m/z 311 (M+1). The reactants are 1h, S(=O)(=O)(OCCl)Cl (chloromethyl chlorosulphate), [N+](=O)([O-])C1=CC=C(COC(=O)NCC(=O)NC2=C(C(=O)O)C=CC=C2)C=C1 (2-[N-(4-nitrobenzyloxycarbonyl)glycylamino]benzoic acid), C([O-])(O)=O.[Na+] (sodium bicarbonate), O (water). The reagents and catalysts are S(=O)(=O)(O)[O-].C(CCC)[N+](CCCC)(CCCC)CCCC (tetrabutylammonium hydrogensulphate). Solvent: ClCCl (dichloromethane), ClCCl (dichloromethane). Yields the product [N+](=O)([O-])C1=CC=C(COC(=O)NCC(=O)NC2=C(C(=O)OCCl)C=CC=C2)C=C1 (chloromethyl 2-[N-(4-nitrobenzyloxycarbonyl)glycylamino]benzoate). RXN SMILES: S(Cl)([O:4][CH2:5][Cl:6])(=O)=O.[N+:8]([C:11]1[CH:34]=[CH:33][C:14]([CH2:15][O:16][C:17]([NH:19][CH2:20][C:21]([NH:23][C:24]2[CH:32]=[CH:31][CH:30]=[CH:29][C:25]=2[C:26](O)=[O:27])=[O:22])=[O:18])=[CH:13][CH:12]=1)([O-:10])=[O:9].C(=O)(O)[O-].[Na+].O>ClCCl.S([O-])(O)(=O)=O.C([N+](CCCC)(CCCC)CCCC)CCC>[N+:8]([C:11]1[CH:34]=[CH:33][C:14]([CH2:15][O:16][C:17]([NH:19][CH2:20][C:21]([NH:23][C:24]2[CH:32]=[CH:31][CH:30]=[CH:29][C:25]=2[C:26]([O:4][CH2:5][Cl:6])=[O:27])=[O:22])=[O:18])=[CH:13][CH:12]=1)([O-:10])=[O:9] |f:2.3,6.7|. Procedure: A solution of chloromethyl chlorosulphate (275 mg) in dichloromethane (1 ml) was added, dropwise over 1/2 minute, to a stirred mixture of 2-[N-(4-nitrobenzyloxycarbonyl)glycylamino]benzoic acid (500 mg), sodium bicarbonate (450 mg), tetrabutylammonium hydrogensulphate (70 mg), dichloromethane (10 ml), and water (10 ml). After stirring at room temperature for 1h the solid which had precipitated was redissolved by addition of dichloromethane (50 ml). The organic layer was separated and was washed ... The reactants are ClC1=NC=C(C(=N1)C)F (2-Chloro-5-fluoro-4-methylpyrimidine), ClC1=NC=C(C(=N1)Cl)F (2,4-dichloro-5-fluoropyrimidine). Yields the product ClC1=NC(=C(C(=N1)C)F)C (2-Chloro-5-fluoro-4,6-dimethylpyrimidine). As a reaction SMILES: [Cl:1][C:2]1[N:7]=[C:6]([CH3:8])[C:5]([F:9])=[CH:4][N:3]=1.Cl[C:11]1N=C(Cl)C(F)=CN=1>>[Cl:1][C:2]1[N:3]=[C:4]([CH3:11])[C:5]([F:9])=[C:6]([CH3:8])[N:7]=1. Procedure details: 2-Chloro-5-fluoro-4,6-dimethylpyrimidine was prepared in a manner analogous to Intermediate 55, substituting 2,4,6-trichloro-5-fluoropyrimidine for 2,4-dichloro-5-fluoropyrimidine. 1H NMR (500 MHz, CDCl3): 2.50 (d, J=2.7 Hz, 6H).